From a dataset of the Open Reaction Database (ORD), a public repository of structured organic reaction records. describe an organic reaction: reactants, conditions, products, and yield Starting materials: CCOC(=O)c1coc2cc(NS(C)(=O)=O)c(Oc3ccccc3)cc2c1=O, Cl, C1COCCO1, O. The product is CS(=O)(=O)Nc1cc2occ(C(=O)O)c(=O)c2cc1Oc1ccccc1. As a reaction SMILES: [CH2:8]([CH3:9])[O:10][C:11](=[O:12])[c:13]1[cH:14][o:15][c:16]2[c:17]([c:18]1=[O:19])[cH:20][c:21]([O:29][c:30]1[cH:31][cH:32][cH:33][cH:34][cH:35]1)[c:22]([NH:24][S:25](=[O:26])(=[O:27])[CH3:28])[cH:23]2.[ClH:7].[O:1]1[CH2:2][CH2:3][O:4][CH2:5][CH2:6]1.[OH2:36]>>[O:10]=[C:11]([OH:12])[c:13]1[cH:14][o:15][c:16]2[c:17]([c:18]1=[O:19])[cH:20][c:21]([O:29][c:30]1[cH:31][cH:32][cH:33][cH:34][cH:35]1)[c:22]([NH:24][S:25](=[O:26])(=[O:27])[CH3:28])[cH:23]2. Starting materials: COC(=O)C1=C(C=CC=C1)S(=O)(=O)N=C=O (2-methoxycarbonylphenylsulfonylisocyanate), NC1=NC(=CC(=N1)OC(F)F)OC(F)F (2-amino-4,6-bis-(difluoromethoxy)pyrimidine). The solvent is O1CCOCC1 (dioxan). Yields the product COC(=O)C1=C(C=CC=C1)S(=O)(=O)NC(=O)NC1=NC(=CC(=N1)OC(F)F)OC(F)F (N-(2-Methoxycarbonylphenylsulfonyl)-N'-[4,6-bis-(difluoromethoxy)-pyrimidin-2-yl]urea). RXN SMILES: [CH3:1][O:2][C:3]([C:5]1[CH:10]=[CH:9][CH:8]=[CH:7][C:6]=1[S:11]([N:14]=[C:15]=[O:16])(=[O:13])=[O:12])=[O:4].[NH2:17][C:18]1[N:23]=[C:22]([O:24][CH:25]([F:27])[F:26])[CH:21]=[C:20]([O:28][CH:29]([F:31])[F:30])[N:19]=1>O1CCOCC1>[CH3:1][O:2][C:3]([C:5]1[CH:10]=[CH:9][CH:8]=[CH:7][C:6]=1[S:11]([NH:14][C:15]([NH:17][C:18]1[N:19]=[C:20]([O:28][CH:29]([F:30])[F:31])[CH:21]=[C:22]([O:24][CH:25]([F:27])[F:26])[N:23]=1)=[O:16])(=[O:12])=[O:13])=[O:4]. Procedure: 3.62 g (0.0158 mole) of 2-methoxycarbonylphenylsulfonylisocyanate and 2.63 g (0.0116 mole) of 2-amino-4,6-bis-(difluoromethoxy)pyrimidine are reacted in 50 ml of dioxan as described in Example 1, affording the title compound with a melting point of 186°-188° C. Starting materials: N(=O)OCCC(C)C (isoamyl nitrite), C(C)N(C=1C=C(C=CC1)O)CC (3-diethylaminophenol), Cl (hydrogen chloride), C(C)OCC (diethyl ether). RXN SMILES: [CH2:1]([N:3]([CH2:11][CH3:12])[C:4]1[CH:5]=[C:6]([OH:10])[CH:7]=[CH:8][CH:9]=1)[CH3:2].[N:13](OCCC(C)C)=[O:14].C(OCC)C.[ClH:26]>C(O)CC>[ClH:26].[CH2:11]([N:3]([CH2:1][CH3:2])[C:4]1[CH:9]=[CH:8][C:7]([N:13]=[O:14])=[C:6]([OH:10])[CH:5]=1)[CH3:12] |f:5.6|. The product is Cl.C(C)N(C=1C=CC(=C(C1)O)N=O)CC (5-Diethylamino-2-nitrosophenol hydrochloride). Procedure: 0.1 mol of 3-diethylaminophenol are dissolved in 50 ml of n-propanol saturated with gaseous hydrogen chloride and, at 0° C., admixed dropwise and with stirring with 0.1 mol of isoamyl nitrite. Stirring is continued for another hour and the reaction solution is then admixed with diethyl ether, and the product which is formed is isolated by filtration with suction. Solvent: C(CC)O (n-propanol). Starting materials: C1=C(C=CC2=CC=CC=C12)C1CCNCC1 (4-(2-naphthyl)piperidine), Cl.ClCCCN1CCCCC1 (1-(3-chloropropyl)piperidine hydrochloride), Cl.CN(CCCCl)C (3-dimethylaminopropyl chloride hydrochloride). Yields the product Cl.C1=C(C=CC2=CC=CC=C12)C1CCN(CC1)CCCC1CNCCC1 (4-(2-Naphthyl)-1-(3-piperidylpropyl)piperidine Hydrochloride). As a reaction SMILES: [CH:1]1[C:10]2[C:5](=[CH:6][CH:7]=[CH:8][CH:9]=2)[CH:4]=[CH:3][C:2]=1[CH:11]1[CH2:16][CH2:15][NH:14][CH2:13][CH2:12]1.Cl.[Cl:18]CCC[N:22]1[CH2:27][CH2:26][CH2:25][CH2:24][CH2:23]1.Cl.CN(C)[CH2:31][CH2:32][CH2:33]Cl>>[ClH:18].[CH:1]1[C:10]2[C:5](=[CH:6][CH:7]=[CH:8][CH:9]=2)[CH:4]=[CH:3][C:2]=1[CH:11]1[CH2:16][CH2:15][N:14]([CH2:31][CH2:32][CH2:33][CH:26]2[CH2:25][CH2:24][CH2:23][NH:22][CH2:27]2)[CH2:13][CH2:12]1 |f:1.2,3.4,5.6|. Procedure details: Using 4-(2-naphthyl)piperidine (167 mg, 0.67 mmol) and 1-(3-chloropropyl)piperidine hydrochloride (198 mg, 1.0 mmol) instead of 4-(3-indolyl)piperidine and 3-dimethylaminopropyl chloride hydrochloride respectively, reaction, extraction, and concentration were carried out in the same procedure as Example 4. The resulting crude product was purified by column chromatography on a silica gel (silica gel NH-DM 1020 produced by Fuji Silysia Chemical Ltd., eluent; hexane:chloroform=1:1) to afford a free...